Dataset: the Open Reaction Database (ORD), a public repository of structured organic reaction records. Task: describe an organic reaction: reactants, conditions, products, and yield As a reaction SMILES: [CH3:28][CH2:29][OH:30].[I:9][c:10]1[cH:11][cH:12][c:13]([NH:16][c:17]2[c:18]([N+:23]([O-:24])=[O:25])[cH:19][cH:20][cH:21][cH:22]2)[cH:14][cH:15]1.[NH3:26].[Na+:7].[Na+:8].[OH2:27].[S:1]([S:2]([O-:3])=[O:4])([O-:5])=[O:6]>>[I:9][c:10]1[cH:11][cH:12][c:13]([NH:16][c:17]2[c:18]([NH2:23])[cH:19][cH:20][cH:21][cH:22]2)[cH:14][cH:15]1. The product is Nc1ccccc1Nc1ccc(I)cc1. Starting materials: CCO, O=[N+]([O-])c1ccccc1Nc1ccc(I)cc1, N, [Na+], [Na+], O, O=S([O-])S(=O)[O-]. The reactants are [Cl-].[Al+3].[Cl-].[Cl-] (aluminum chloride), CC1=CC=C(C=C1)OC (4-Methylanisole), FC1=CC=CC=C1 (fluorobenzene), stainless steel. The reagents and catalysts are Cl (HCl). The solvent is Parr®-brand 4522. Conditions: temperature 30 celsius. Product: FC1=CC=C(C=O)C=C1 (4-fluorobenzaldehyde). Yield: 241.8%. Reaction SMILES: [Cl-].[Al+3].[Cl-].[Cl-].CC1C=C[C:9]([O:12]C)=CC=1.[F:14][C:15]1[CH:20]=[CH:19][CH:18]=[CH:17][CH:16]=1>Cl>[F:14][C:15]1[CH:20]=[CH:19][C:18]([CH:9]=[O:12])=[CH:17][CH:16]=1 |f:0.1.2.3|. Reported procedure: 220.67 g of aluminum chloride (mol. Wt. 133.34; 1,654.9 mmol), 109.00 g (4-Methylanisole (mol. Wt. 122.17; 892.2 mmol), and about 500 g of fluorobenzene (mol. Wt. 96.10; 5,202.9 mmol) were charged to a 2 liter Parr®-brand 4522 stainless steel reaction vessel. To this mixture was added 5 drops of concentrated HCl. The vessel was sealed, heated to 30° C., and purged three times with carbon monoxide with the pressure of the vessel increased to 100 psi for each purging. After the third purge, the ve... Reactants: [Li]CCCC, CCCCCC, CO, C#CCN(C)C(C)C, O=C=O, C1CCOC1, O. The product is CC(C)N(C)CC#CC(=O)O. RXN SMILES: [CH2:1]([Li:2])[CH2:3][CH2:4][CH3:5].[CH3:18][CH2:19][CH2:20][CH2:21][CH2:22][CH3:23].[CH3:29][OH:30].[CH:6]([CH3:7])([CH3:8])[N:9]([CH2:10][C:11]#[CH:12])[CH3:13].[O:14]=[C:15]=[O:16].[O:24]1[CH2:25][CH2:26][CH2:27][CH2:28]1.[OH2:17]>>[CH:6]([CH3:7])([CH3:8])[N:9]([CH2:10][C:11]#[C:12][C:15](=[O:14])[OH:16])[CH3:13]. Reactants: N(=[N+]=[N-])CC(CSC[C@H]1N(C[C@@H](C1)O[Si](C)(C)C(C)(C)C)C(=O)OCC1=CC=C(C=C1)[N+](=O)[O-])O ((2S,4R)-2-[(3-azido-2-hydroxypropyl)thiomethyl]-4-t-butyldimethylsilyloxy-1-(4-nitrobenzyloxycarbonyl)pyrrolidine), C1(=CC=CC=C1)P(C1=CC=CC=C1)C1=CC=CC=C1 (triphenylphosphine), N (ammonia). Run in N1=CC=CC=C1 (pyridine). Reaction conditions: time 1 hour. Product: NCC(CSC[C@H]1N(C[C@@H](C1)O[Si](C)(C)C(C)(C)C)C(=O)OCC1=CC=C(C=C1)[N+](=O)[O-])O ((2S,4R)-2-[(3-amino-2-hydroxypropyl)thiomethyl]-4-t-butyldimethylsilyloxy-1-(4-nitrobenzyloxycarbonyl)pyrrolidine). As a reaction SMILES: [N:1]([CH2:4][CH:5]([OH:35])[CH2:6][S:7][CH2:8][C@@H:9]1[CH2:13][C@@H:12]([O:14][Si:15]([C:18]([CH3:21])([CH3:20])[CH3:19])([CH3:17])[CH3:16])[CH2:11][N:10]1[C:22]([O:24][CH2:25][C:26]1[CH:31]=[CH:30][C:29]([N+:32]([O-:34])=[O:33])=[CH:28][CH:27]=1)=[O:23])=[N+]=[N-].C1(P(C2C=CC=CC=2)C2C=CC=CC=2)C=CC=CC=1.N>N1C=CC=CC=1>[NH2:1][CH2:4][CH:5]([OH:35])[CH2:6][S:7][CH2:8][C@@H:9]1[CH2:13][C@@H:12]([O:14][Si:15]([C:18]([CH3:19])([CH3:20])[CH3:21])([CH3:17])[CH3:16])[CH2:11][N:10]1[C:22]([O:24][CH2:25][C:26]1[CH:31]=[CH:30][C:29]([N+:32]([O-:34])=[O:33])=[CH:28][CH:27]=1)=[O:23]. Reported procedure: To a solution of (2S,4R)-2-[(3-azido-2-hydroxypropyl)thiomethyl]-4-t-butyldimethylsilyloxy-1-(4-nitrobenzyloxycarbonyl)pyrrolidine (1.94 g) in pyridine (6 ml) was added triphenylphosphine (1.55 g) and the mixture was stirred at ambient temperature for 1 hour. To the reaction mixture was added conc. ammonia (0.50 ml) and the mixture was allowed to stand overnight at ambient temperature. The reaction mixture was concentrated under reduced pressure. The resulting mixture was dissolved in ethyl acet...